This data is from the Open Reaction Database (ORD), a public repository of structured organic reaction records. The task is: describe an organic reaction: reactants, conditions, products, and yield Starting materials: C(C1=CC=CC=C1)N1CCN(CC1)C=1C2=C(N=CN1)C=C(S2)C (4-(4-Benzyl-piperazin-1-yl)-6-methylthieno[3,2-d]pyrimidine), CCN=C=NCCCN(C)C (EDCI), C=1C=CC2=C(C1)N=NN2O (HOBT), N([C@H](CC1=CC=C(C=C1)Cl)C(=O)O)C(=O)OC(C)(C)C (Boc-D-Phe(4-Cl)—OH). The reagents and catalysts are C(=O)(C(F)(F)F)O (TFA), [Pd] (Pd/C). Solvent: CO (MeOH), TEA. Conditions: time 4 hour. Product: C(C)(C)(C)OC(NC(C(=O)N1CCN(CC1)C=1C2=C(N=CN1)C=C(S2)C)CC2=CC=C(C=C2)Cl)=O ({1-(4-chlorobenzyl)-2-[4-(6-methylthieno[3,2-d]pyrimidin-4-yl)-piperazin-1-yl]-2-oxo-ethyl}-carbamic acid tert-butyl ester). Isolated yield 58.1%. As a reaction SMILES: C([N:8]1[CH2:13][CH2:12][N:11]([C:14]2[C:15]3[S:22][C:21]([CH3:23])=[CH:20][C:16]=3[N:17]=[CH:18][N:19]=2)[CH2:10][CH2:9]1)C1C=CC=CC=1.[NH:24]([C:37]([O:39][C:40]([CH3:43])([CH3:42])[CH3:41])=[O:38])[C@@H:25]([C:34]([OH:36])=O)[CH2:26][C:27]1[CH:32]=[CH:31][C:30]([Cl:33])=[CH:29][CH:28]=1.C1C=CC2N(O)N=NC=2C=1.CCN=C=NCCCN(C)C>CO.C(O)(C(F)(F)F)=O.[Pd]>[C:40]([O:39][C:37](=[O:38])[NH:24][CH:25]([CH2:26][C:27]1[CH:28]=[CH:29][C:30]([Cl:33])=[CH:31][CH:32]=1)[C:34]([N:8]1[CH2:13][CH2:12][N:11]([C:14]2[C:15]3[S:22][C:21]([CH3:23])=[CH:20][C:16]=3[N:17]=[CH:18][N:19]=2)[CH2:10][CH2:9]1)=[O:36])([CH3:43])([CH3:42])[CH3:41]. Reported procedure: To a solution of 4-(4-Benzyl-piperazin-1-yl)-6-methylthieno[3,2-d]pyrimidine (65 mg, 0.20 mmol) in MeOH (10 mL) was added Pd/C (10%, 20 mg) and two drop of TFA. The mixture was stirred under H2 balloon for 4 hours. The catalyst was filtered off and the filtrate was concentrated. The residue was dissolved in DCM (6 mL) and TEA (2 mL), then Boc-D-Phe(4-Cl)—OH (59 mg, 0.20 mmol) was added, followed by HOBT (50 mg, 0.37 mmol) and EDCI (74 mg, 0.39 mmol). The mixture was stirred at room temperature f... Starting materials: OS(=O)(=O)C(F)(F)F (Triflic acid), C1(=CC=CC=C1)[Si](C)(C)C1=CC=CC=C1 (diphenyldimethylsilane), C(#N)C=1C=C(C=O)C=CC1 (3-cyanobenzaldehyde), C(C)(C)N(CC)C(C)C (diisopropylethylamine), FC1=CC=C(C=C1)C(C)=O (4'-fluoroacetophenone), C([O-])(O)=O.[Na+] (sodium bicarbonate). Procedure: Triflic acid (3.2 g, 21 mmol) is added portionwise to diphenyldimethylsilane (2.22 g, 10.5 mmol) in 20 mL of dichloromethane and stirred for 1 hour. After cooling to -78° C., diisopropylethylamine (1.42 g, 11 mmol) and 4'-fluoroacetophenone (1.38 g, 10 mmol) are added and the reaction mixture stirred for another hour before adding 3-cyanobenzaldehyde (1.0 g, 7.62 mmol). After the reaction mixture is stirred 18 hours, it is diluted with 100 mL of dichloromethane and stirred 1 hour with a saturate... Solvent: ClCCl (dichloromethane), ClCCl (dichloromethane). Reaction SMILES: OS(C(F)(F)F)(=O)=O.C1([Si](C2C=CC=CC=2)(C)C)C=CC=CC=1.C(N(C(C)C)CC)(C)C.[F:33][C:34]1[CH:39]=[CH:38][C:37]([C:40](=[O:42])[CH3:41])=[CH:36][CH:35]=1.[C:43]([C:45]1[CH:46]=[C:47]([CH:50]=[CH:51][CH:52]=1)[CH:48]=O)#[N:44].C(=O)(O)[O-].[Na+]>ClCCl>[F:33][C:34]1[CH:39]=[CH:38][C:37]([C:40](=[O:42])[CH:41]=[CH:48][C:47]2[CH:46]=[C:45]([CH:52]=[CH:51][CH:50]=2)[C:43]#[N:44])=[CH:36][CH:35]=1 |f:5.6|. Run at temperature -78 celsius, time 1 hour. The product is FC1=CC=C(C=C1)C(C=CC=1C=C(C#N)C=CC1)=O (3-[3-(4-Fluorophenyl)-3-oxo-1-propenyl]-benzonitrile). The yield is 41.8%. Reactants: O (water), ClC1=NC=CC(=C1)OC1=CC=CC=C1 (2-chloro-4-phenoxypyridine), CC=1N=C(SC1)N (4-methylthiazol-2-amine), P(=O)([O-])([O-])[O-].[K+].[K+].[K+] (potassium phosphate). As a reaction SMILES: Cl[C:2]1[CH:7]=[C:6]([O:8][C:9]2[CH:14]=[CH:13][CH:12]=[CH:11][CH:10]=2)[CH:5]=[CH:4][N:3]=1.[CH3:15][C:16]1[N:17]=[C:18]([NH2:21])[S:19][CH:20]=1.P([O-])([O-])([O-])=O.[K+].[K+].[K+].O>C1(C)C=CC=CC=1.C1C=CC(/C=C/C(/C=C/C2C=CC=CC=2)=O)=CC=1.C1C=CC(/C=C/C(/C=C/C2C=CC=CC=2)=O)=CC=1.C1C=CC(/C=C/C(/C=C/C2C=CC=CC=2)=O)=CC=1.[Pd].[Pd].C1(P(C2C=CC=CC=2)C2C3OC4C(=CC=CC=4P(C4C=CC=CC=4)C4C=CC=CC=4)C(C)(C)C=3C=CC=2)C=CC=CC=1>[CH3:15][C:16]1[N:17]=[C:18]([NH:21][C:2]2[CH:7]=[C:6]([O:8][C:9]3[C:14]4[C:13](=[CH:4][CH:5]=[CH:6][CH:7]=4)[CH:12]=[CH:11][CH:10]=3)[CH:5]=[CH:4][N:3]=2)[S:19][CH:20]=1 |f:2.3.4.5,8.9.10.11.12|. The reagents and catalysts are C1(=CC=CC=C1)P(C1=CC=CC=2C(C3=CC=CC(=C3OC12)P(C1=CC=CC=C1)C1=CC=CC=C1)(C)C)C1=CC=CC=C1 (4,5-bis(diphenylphosphino)-9,9-dimethyl-9H-xanthene), C=1C=CC(=CC1)/C=C/C(=O)/C=C/C2=CC=CC=C2.C=1C=CC(=CC1)/C=C/C(=O)/C=C/C2=CC=CC=C2.C=1C=CC(=CC1)/C=C/C(=O)/C=C/C2=CC=CC=C2.[Pd].[Pd] (Pd2(dba)3). Solvent: C1(=CC=CC=C1)C (toluene). The yield is 79.8%. Procedure details: Using the method of Example 3, Step B, 2-chloro-4-phenoxypyridine (0.575 g, 2.79 mmol), 4-methylthiazol-2-amine (6.35 mL, 2.54 mmol), potassium phosphate (0.593 g, 2.79 mmol), Pd2(dba)3 (0.0582 g, 0.0635 mmol) and 4,5-bis(diphenylphosphino)-9,9-dimethyl-9H-xanthene (0.0404 g, 0.0699 mmol) were reacted in toluene (6 mL) and water (2 mL) to provide N-(4-methylthiazol-2-yl)-4-(naphthalen-1-yloxy)pyridin-2-amine (0.371 g, 77.8% yield) as off white solid. 1H NMR (CDCl3) δ 8.13 (d, 1H), 7.90 (m, 2H), ... Product: CC=1N=C(SC1)NC1=NC=CC(=C1)OC1=CC=CC2=CC=CC=C12 (N-(4-methylthiazol-2-yl)-4-(naphthalen-1-yloxy)pyridin-2-amine). Starting materials: ClC1=CC=CC=2C(C3=C(C=CC=C3C(C12)=O)Cl)=O (1,5-dichloroanthraquinone), CC(C)([O-])C.[K+] (Potassium t-butoxide), NC=1C=NC=CC1 (3-aminopyridine), CC(C)CN1CCN2CCN(P1N(CC2)CC(C)C)CC(C)C (triisobutylphosphatrane). Reagents/catalysts: C=1C=CC(=CC1)/C=C/C(=O)/C=C/C2=CC=CC=C2.C=1C=CC(=CC1)/C=C/C(=O)/C=C/C2=CC=CC=C2.C=1C=CC(=CC1)/C=C/C(=O)/C=C/C2=CC=CC=C2.[Pd].[Pd] (Pd2(dba)3). Solvent: C1(=CC=CC=C1)C (Toluene). Yields the product N1=CC(=CC=C1)NC1=CC=CC=2C(C3=C(C=CC=C3C(C12)=O)NC=1C=NC=CC1)=O (1,5-bis(pyridin-3-ylamino)anthracene-9,10-dione). As a reaction SMILES: CC(C)([O-])C.[K+].[CH3:7][CH:8]([CH2:10][N:11]1P2N(CC(C)C)CC[N:14](CCN2CC(C)C)[CH2:13][CH2:12]1)C.[NH2:30][C:31]1[CH:32]=[N:33][CH:34]=[CH:35][CH:36]=1.Cl[C:38]1[C:51]2[C:50](=[O:52])[C:49]3[C:44](=[C:45](Cl)[CH:46]=[CH:47][CH:48]=3)[C:43](=[O:54])[C:42]=2[CH:41]=[CH:40][CH:39]=1>C1C=CC(/C=C/C(/C=C/C2C=CC=CC=2)=O)=CC=1.C1C=CC(/C=C/C(/C=C/C2C=CC=CC=2)=O)=CC=1.C1C=CC(/C=C/C(/C=C/C2C=CC=CC=2)=O)=CC=1.[Pd].[Pd].C1(C)C=CC=CC=1>[N:33]1[CH:34]=[CH:35][CH:36]=[C:31]([NH:30][C:38]2[C:51]3[C:50](=[O:52])[C:49]4[C:44](=[C:45]([NH:14][C:13]5[CH:12]=[N:11][CH:10]=[CH:8][CH:7]=5)[CH:46]=[CH:47][CH:48]=4)[C:43](=[O:54])[C:42]=3[CH:41]=[CH:40][CH:39]=2)[CH:32]=1 |f:0.1,5.6.7.8.9|. Procedure: Potassium t-butoxide (3.37 g, 30 mmol) and Pd2(dba)3 (0.55 g, 0.6 mmol) were added to a 100 mL round bottom flask. Toluene (50 mL) and triisobutylphosphatrane (0.82 g, 2.4 mmol) were then added, followed by 3-aminopyridine (1.88 g, 20 mmol) and 1,5-dichloroanthraquinone (2.77 g, 10 mmol). The system was flushed with argon and heated to reflux overnight. The mixture was cooled and the solvent was removed under vacuum. The residue was dissolved in dichloromethane and water. The organic layer was w... The reactants are COP(=O)(OC)CN[C@H](C(=O)NCCC1=NN=NN1)CC1=CC=C(C=C1)C1=CC=CC=C1 ((S)-5-[N-[2-(Dimethylphosphonomethylamino)-3-(4-biphenylyl)propionyl]-2-aminoethyl]tetrazole), Br (HBr). The product is P(=O)(O)(O)CN[C@H](C(=O)NCCC1=NN=NN1)CC1=CC=C(C=C1)C1=CC=CC=C1 ((S)-5-[N-[2-(phosphonomethylamino)-3-(4-biphenylyl)propionyl]-2-aminoethyl]tetrazole). Reaction SMILES: C[O:2][P:3]([CH2:7][NH:8][C@@H:9]([CH2:20][C:21]1[CH:26]=[CH:25][C:24]([C:27]2[CH:32]=[CH:31][CH:30]=[CH:29][CH:28]=2)=[CH:23][CH:22]=1)[C:10]([NH:12][CH2:13][CH2:14][C:15]1[NH:19][N:18]=[N:17][N:16]=1)=[O:11])([O:5]C)=[O:4].Br>>[P:3]([CH2:7][NH:8][C@@H:9]([CH2:20][C:21]1[CH:22]=[CH:23][C:24]([C:27]2[CH:28]=[CH:29][CH:30]=[CH:31][CH:32]=2)=[CH:25][CH:26]=1)[C:10]([NH:12][CH2:13][CH2:14][C:15]1[NH:19][N:18]=[N:17][N:16]=1)=[O:11])([OH:4])([OH:5])=[O:2]. Procedure details: (S)-5-[N-[2-(Dimethylphosphonomethylamino)-3-(4-biphenylyl)propionyl]-2-aminoethyl]tetrazole is treated with 30% HBr/glacial HOAc under conditions similar to those of example 1 to yield (S)-5-[N-[2-(phosphonomethylamino)-3-(4-biphenylyl)propionyl]-2-aminoethyl]tetrazole. Reactants: COC(=O)C(CCCCCCCBr)C(=O)OC(C)(C)C, CC(C)=O, [I-], [Na+]. The product is COC(=O)C(CCCCCCCI)C(=O)OC(C)(C)C. RXN SMILES: [Br:1][CH2:2][CH2:3][CH2:4][CH2:5][CH2:6][CH2:7][CH2:8][CH:9]([C:10](=[O:11])[O:12][C:13]([CH3:14])([CH3:15])[CH3:16])[C:17](=[O:18])[O:19][CH3:20].[CH3:23][C:24](=[O:25])[CH3:26].[I-:22].[Na+:21]>>[CH2:2]([CH2:3][CH2:4][CH2:5][CH2:6][CH2:7][CH2:8][CH:9]([C:10](=[O:11])[O:12][C:13]([CH3:14])([CH3:15])[CH3:16])[C:17](=[O:18])[O:19][CH3:20])[I:22]. The reactants are NC[C@@H]1[C@H]2C[C@H]2CN1C(=O)C=1N=C(SC1C=1C=C(C=CC1)C)C (((1S,2S,5R)-2-Aminomethyl-3-aza-bicyclo[3.1.0]hex-3-yl)-(2-methyl-5-m-tolyl-thiazol-4-yl)-methanone), FC=1C=C(C2=C(COCO2)C1)C(=O)O (6-Fluoro-4H-benzo[1,3]dioxine-8-carboxylic acid). Yields the product CC=1SC(=C(N1)C(=O)N1[C@@H]([C@H]2C[C@H]2C1)CNC(=O)C1=CC(=CC=2COCOC21)F)C=2C=C(C=CC2)C (6-Fluoro-4H-benzo[1,3]dioxine-8-carboxylic Acid[(1S,2S,5R)-3-(2-methyl-5-m-tolyl-thiazole-4-carbonyl)-3-aza-bicyclo[3.1.0]hex-2-ylmethyl]-amide). Reaction SMILES: [NH2:1][CH2:2][C@H:3]1[N:8]([C:9]([C:11]2[N:12]=[C:13]([CH3:23])[S:14][C:15]=2[C:16]2[CH:17]=[C:18]([CH3:22])[CH:19]=[CH:20][CH:21]=2)=[O:10])[CH2:7][C@H:6]2[C@@H:4]1[CH2:5]2.[F:24][C:25]1[CH:26]=[C:27]([C:35](O)=[O:36])[C:28]2[O:33][CH2:32][O:31][CH2:30][C:29]=2[CH:34]=1>>[CH3:23][C:13]1[S:14][C:15]([C:16]2[CH:17]=[C:18]([CH3:22])[CH:19]=[CH:20][CH:21]=2)=[C:11]([C:9]([N:8]2[CH2:7][C@H:6]3[C@H:4]([CH2:5]3)[C@H:3]2[CH2:2][NH:1][C:35]([C:27]2[C:28]3[O:33][CH2:32][O:31][CH2:30][C:29]=3[CH:34]=[C:25]([F:24])[CH:26]=2)=[O:36])=[O:10])[N:12]=1. Procedure: prepared by reaction of ((1S,2S,5R)-2-Aminomethyl-3-aza-bicyclo[3.1.0]hex-3-yl)-(2-methyl-5-m-tolyl-thiazol-4-yl)-methanone with 6-Fluoro-4H-benzo[1,3]dioxine-8-carboxylic acid. LC-MS (basic): tR=0.91 min; [M+H]+=508.4.